This data is from the Open Reaction Database (ORD), a public repository of structured organic reaction records. The task is: describe an organic reaction: reactants, conditions, products, and yield Reactants: [Li]CCCC, COCn1ccnc1, CCOCC, CN(C)CCN(C)C, CC(C)O, O=C(c1ccc(Cl)cc1Cl)c1ccc(Cl)cc1Cl, Cl, C1CCOC1. The product is COCn1ccnc1C(O)(c1ccc(Cl)cc1Cl)c1ccc(Cl)cc1Cl. RXN SMILES: [CH2:17]([Li:18])[CH2:19][CH2:20][CH3:21].[CH3:1][O:2][CH2:3][n:4]1[cH:5][n:6][cH:7][cH:8]1.[CH3:46][CH2:47][O:48][CH2:49][CH3:50].[CH3:9][N:10]([CH2:11][CH2:12][N:13]([CH3:14])[CH3:15])[CH3:16].[CH:51]([OH:52])([CH3:53])[CH3:54].[Cl:22][c:23]1[c:24]([C:25](=[O:26])[c:27]2[c:28]([Cl:34])[cH:29][c:30]([Cl:33])[cH:31][cH:32]2)[cH:35][cH:36][c:37]([Cl:39])[cH:38]1.[ClH:40].[O:41]1[CH2:42][CH2:43][CH2:44][CH2:45]1>>[CH3:1][O:2][CH2:3][n:4]1[c:5]([C:25]([c:24]2[c:23]([Cl:22])[cH:38][c:37]([Cl:39])[cH:36][cH:35]2)([OH:26])[c:27]2[c:28]([Cl:34])[cH:29][c:30]([Cl:33])[cH:31][cH:32]2)[n:6][cH:7][cH:8]1. Yields the product C1(=CC=CC=2CCCCC12)NCC1=CC=C(C=C1)C1=NC(=NO1)CCCCCCCCCCC (N-5,6,7,8-tetrahydronaphthalen-1-yl-N-[4-(3-undecyl-1,2,4-oxadiazol-5-yl)benzyl]amine). RXN SMILES: [CH2:1]([C:12]1[N:16]=[C:15]([C:17]2[CH:24]=[CH:23][C:20]([CH:21]=O)=[CH:19][CH:18]=2)[O:14][N:13]=1)[CH2:2][CH2:3][CH2:4][CH2:5][CH2:6][CH2:7][CH2:8][CH2:9][CH2:10][CH3:11].[C:25]1([NH2:35])[C:34]2[CH2:33][CH2:32][CH2:31][CH2:30][C:29]=2[CH:28]=[CH:27][CH:26]=1>>[C:25]1([NH:35][CH2:21][C:20]2[CH:23]=[CH:24][C:17]([C:15]3[O:14][N:13]=[C:12]([CH2:1][CH2:2][CH2:3][CH2:4][CH2:5][CH2:6][CH2:7][CH2:8][CH2:9][CH2:10][CH3:11])[N:16]=3)=[CH:18][CH:19]=2)[C:34]2[CH2:33][CH2:32][CH2:31][CH2:30][C:29]=2[CH:28]=[CH:27][CH:26]=1. Starting materials: C(CCCCCCCCCC)C1=NOC(=N1)C1=CC=C(C=O)C=C1 (4-(3-undecyl-1,2,4-oxadiazol-5-yl)benzaldehyde), C1(=CC=CC=2CCCCC12)N (5,6,7,8-tetrahydronaphthalen-1-ylamine). Reported procedure: The same procedure as employed in the preparation of Example 357 (step a) but using 4-(3-undecyl-1,2,4-oxadiazol-5-yl)benzaldehyde and 5,6,7,8-tetrahydronaphthalen-1-ylamine gave the title compound as an oil. M+(LC/MS(ESI)): 460.4. HPLC (Condition A), Rt: 6.36 min (HPLC purity: 73.3%).